Dataset: the Open Reaction Database (ORD), a public repository of structured organic reaction records. Task: describe an organic reaction: reactants, conditions, products, and yield The reactants are C12(CC3CC(CC(C1)C3)C2)C(=O)Cl (1-adamantane carboxylic acid chloride), O (water), C(C)OCC (ethyl ether), NC1=CC=CC=C1 (aniline). Solvent: C(C)(=O)OCC (ethyl acetate). Conditions: time 15 minute. The product is C1(=CC=CC=C1)NC(=O)C12CC3CC(CC(C1)C3)C2 (N-Phenyl-1-adamantanecarboxamide). Reaction SMILES: [C:1]12([C:11](Cl)=[O:12])[CH2:10][CH:5]3[CH2:6][CH:7]([CH2:9][CH:3]([CH2:4]3)[CH2:2]1)[CH2:8]2.C(OCC)C.[NH2:19][C:20]1[CH:25]=[CH:24][CH:23]=[CH:22][CH:21]=1.O>C(OCC)(=O)C>[C:20]1([NH:19][C:11]([C:1]23[CH2:10][CH:5]4[CH2:6][CH:7]([CH2:9][CH:3]([CH2:4]4)[CH2:2]2)[CH2:8]3)=[O:12])[CH:25]=[CH:24][CH:23]=[CH:22][CH:21]=1. Reported procedure: Dissolve 2.0 g. (10 mmoles) of 1-adamantane carboxylic acid chloride in 20 ml. of ethyl ether and add to 3.0 ml. (32.9 mmoles) of aniline. Stir the mixture 15 minutes, then add 20 ml. of water and 25 ml. of ethyl acetate. Separate the layers and extract the aqueous layer several times with ethyl acetate. Combine the extracts and wash with 2N hydrochloric acid, saturated sodium bicarbonate solution, and water. Dry the extract over anhydrous sodium sulfate, filter and evaporate to a residue. Cryst...